From a dataset of the Open Reaction Database (ORD), a public repository of structured organic reaction records. describe an organic reaction: reactants, conditions, products, and yield Reactants: C1=CC=CC=2C3=CC(=C4C=CC=CC4=C3C=CC12)CNC(CO)(CO)C (2-((6-Chrysenylmethyl)amino)-2-methyl-1,3-propanediol), C(C(O)C)(=O)O (lactic acid). Run in CO (CH3OH). Yields the product C(C(O)C)(=O)OCC(CO)(C)NCC=1C=C2C=3C=CC=CC3C=CC2=C2C=CC=CC12 (2-((6-chrysenylmethyl)amino)-2-methyl-1,3-propanediol lactate). The yield is 44.1%. As a reaction SMILES: [CH:1]1[C:18]2[CH:17]=[CH:16][C:15]3[C:6](=[CH:7][C:8]([CH2:19][NH:20][C:21]([CH3:26])([CH2:24][OH:25])[CH2:22][OH:23])=[C:9]4[C:14]=3[CH:13]=[CH:12][CH:11]=[CH:10]4)[C:5]=2[CH:4]=[CH:3][CH:2]=1.[C:27](O)(=[O:31])[CH:28]([CH3:30])[OH:29]>CO>[C:27]([O:25][CH2:24][C:21]([NH:20][CH2:19][C:8]1[CH:7]=[C:6]2[C:15](=[C:14]3[C:9]=1[CH:10]=[CH:11][CH:12]=[CH:13]3)[CH:16]=[CH:17][C:18]1[CH:1]=[CH:2][CH:3]=[CH:4][C:5]2=1)([CH3:26])[CH2:22][OH:23])(=[O:31])[CH:28]([CH3:30])[OH:29]. Procedure: A mixture of 2-((6-chrysenylmethyl)amino)-2-methyl-1,3-propanediol free base (1D) (3.45 g, 10 mmol) and lactic acid (Fisher Scientific Co., 711 Forbes Ave., Pittsburgh, PA, 15219, 85% liquid, 1.04 g, 10 mmol) in CH3OH (500 mL) was brought to reflux and filtered through a glass fritted funnel. The solvent was removed by rotary evaporation to give a crude white solid. This was crystallized (CH3OH/Et2O) 3x to give 1.84 g (42.2%) of 2-((6-chrysenylmethyl)amino)-2-methyl-1,3-propanediol lactate mp 16... Starting materials: C[Si](C1SCCCS1)(C)C (2-trimethylsilyl-1,3-dithiane), solution, C(CCC)[Li] (n-butyllithium), solution, C(CCC)[Li] (n-butyllithium), OC1=CC=C(C(=O)C2=CC=CC=C2)C=C1 (4-hydroxybenzophenone), Cl (hydrochloric acid). Solvent: O1CCCC1 (tetrahydrofuran), CCCCCC (hexane), CCCCCC (hexane), O1CCCC1 (tetrahydrofuran), O (water). Yields the product S1C(SCCC1)=C(C1=CC=CC=C1)C1=CC=C(C=C1)O ((1,3-dithian-2-ylidene)-(4-hydroxyphenyl)-phenylmethane). RXN SMILES: C[Si](C)(C)[CH:3]1[S:8][CH2:7][CH2:6][CH2:5][S:4]1.C([Li])CCC.[OH:16][C:17]1[CH:30]=[CH:29][C:20]([C:21]([C:23]2[CH:28]=[CH:27][CH:26]=[CH:25][CH:24]=2)=O)=[CH:19][CH:18]=1.Cl>O1CCCC1.CCCCCC.O>[S:4]1[CH2:5][CH2:6][CH2:7][S:8][C:3]1=[C:21]([C:20]1[CH:19]=[CH:18][C:17]([OH:16])=[CH:30][CH:29]=1)[C:23]1[CH:24]=[CH:25][CH:26]=[CH:27][CH:28]=1. Procedure details: To a solution of 2-trimethylsilyl-1,3-dithiane (29.1 g) in dry tetrahydrofuran (600 ml) is added at -65° a 1.4M solution of n-butyllithium in hexane (108 ml). The reaction mixture is progressively warmed to 0° during 4 hours and cooled to -65°. A further 1.4M solution of n-butyllithium in hexane (108 ml) and a solution of 4-hydroxybenzophenone (30.0 g) in dry tetrahydrofuran (180 ml) are added, the temperature being maintained under -60°. The reaction mixture is progressively warmed to room temp...